From a dataset of the Open Reaction Database (ORD), a public repository of structured organic reaction records. describe an organic reaction: reactants, conditions, products, and yield Starting materials: ClCCl, CO, C[O-], [Cl-], [Cl-], [Cl-], [Cl-], O=[N+]([O-])CCc1ccc(COc2ncccc2F)cc1, [Li+], O, [Ti+4]. Product: ON=C(Cl)Cc1ccc(COc2ncccc2F)cc1. RXN SMILES: [CH2:26]([Cl:27])[Cl:28].[CH3:1][OH:2].[CH3:23][O-:24].[Cl-:29].[Cl-:30].[Cl-:31].[Cl-:32].[F:3][c:4]1[c:5]([O:10][CH2:11][c:12]2[cH:13][cH:14][c:15]([CH2:18][CH2:19][N+:20](=[O:21])[O-:22])[cH:16][cH:17]2)[n:6][cH:7][cH:8][cH:9]1.[Li+:25].[OH2:34].[Ti+4:33]>>[F:3][c:4]1[c:5]([O:10][CH2:11][c:12]2[cH:13][cH:14][c:15]([CH2:18][C:19](=[N:20][OH:22])[Cl:27])[cH:16][cH:17]2)[n:6][cH:7][cH:8][cH:9]1.